Dataset: the Open Reaction Database (ORD), a public repository of structured organic reaction records. Task: describe an organic reaction: reactants, conditions, products, and yield Starting materials: ClC(C1=CC=CC=C1)(C1=CC=CC=C1)C1=CC=CC=C1 ((chloromethanetriyl)tribenzene), CC1=NN=NN1 (5-methyl-1H-tetrazole), [OH-].[Na+] (sodium hydroxide). Reagents/catalysts: [Br-].C(CCC)[N+](CCCC)(CCCC)CCCC (tetrabutylammonium bromide). Solvent: ClCCl (dichloromethane). Reaction conditions: temperature 20 celsius, time 72 hour. The product is CC=1N=NN(N1)C(C1=CC=CC=C1)(C1=CC=CC=C1)C1=CC=CC=C1 (5-methyl-2-trityl-2H-tetrazole). The yield is 37.4%. RXN SMILES: [CH3:1][C:2]1[NH:6][N:5]=[N:4][N:3]=1.[OH-].[Na+].Cl[C:10]([C:23]1[CH:28]=[CH:27][CH:26]=[CH:25][CH:24]=1)([C:17]1[CH:22]=[CH:21][CH:20]=[CH:19][CH:18]=1)[C:11]1[CH:16]=[CH:15][CH:14]=[CH:13][CH:12]=1>[Br-].C([N+](CCCC)(CCCC)CCCC)CCC.ClCCl>[CH3:1][C:2]1[N:3]=[N:4][N:5]([C:10]([C:11]2[CH:16]=[CH:15][CH:14]=[CH:13][CH:12]=2)([C:23]2[CH:24]=[CH:25][CH:26]=[CH:27][CH:28]=2)[C:17]2[CH:18]=[CH:19][CH:20]=[CH:21][CH:22]=2)[N:6]=1 |f:1.2,4.5|. Procedure: To a solution of 5-methyl-1H-tetrazole (1.513 g, 18.00 mmol), tetrabutylammonium bromide (0.029 g, 0.090 mmol) and sodium hydroxide (18.90 mL, 18.90 mmol) in dichloromethane (DCM) (25 mL) stirred under nitrogen at room temperature, was added (chloromethanetriyl)tribenzene (5.02 g, 18 mmol). The reaction mixture was stirred at 20° C. for 72 hours. The reaction was quenched with water, then partitioned between dichloromethane (10 mL) and water (25 mL). The organic phase was separated (hydrophobic ... Starting materials: CC1=NC=2N(C(=C1)C)N=C(N2)C=CC2=NC(=NN2CC(F)(F)F)N2CCCC2 (5,7-dimethyl-2-(2-(3-(pyrrolidin-1-yl)-1-(2,2,2-trifluoroethyl)-1H-1,2,4-triazol-5-yl)vinyl)-[1,2,4]triazolo[1,5-a]pyrimidine). Reagents/catalysts: [Pd] (palladium on carbon). Run in CO (methanol). Reaction conditions: temperature 25 celsius, time 6 hour. The product is CC1=NC=2N(C(=C1)C)N=C(N2)CCC=2N(N=C(N2)N2CCCC2)CC(F)(F)F (5,7-dimethyl-2-{2-[5-pyrrolidin-1-yl-2-(2,2,2-trifluoro-ethyl)-2H-[1,2,4]triazol-3-yl]-ethyl}-[1,2,4]triazolo[1,5-a]pyrimidine). Isolated yield 99.5%. RXN SMILES: [CH3:1][C:2]1[CH:7]=[C:6]([CH3:8])[N:5]2[N:9]=[C:10]([CH:12]=[CH:13][C:14]3[N:18]([CH2:19][C:20]([F:23])([F:22])[F:21])[N:17]=[C:16]([N:24]4[CH2:28][CH2:27][CH2:26][CH2:25]4)[N:15]=3)[N:11]=[C:4]2[N:3]=1>[Pd].CO>[CH3:1][C:2]1[CH:7]=[C:6]([CH3:8])[N:5]2[N:9]=[C:10]([CH2:12][CH2:13][C:14]3[N:18]([CH2:19][C:20]([F:23])([F:21])[F:22])[N:17]=[C:16]([N:24]4[CH2:25][CH2:26][CH2:27][CH2:28]4)[N:15]=3)[N:11]=[C:4]2[N:3]=1. Procedure: A mixture of 5,7-dimethyl-2-(2-(3-(pyrrolidin-1-yl)-1-(2,2,2-trifluoroethyl)-1H-1,2,4-triazol-5-yl)vinyl)-[1,2,4]triazolo[1,5-a]pyrimidine (19 mg, 48.4 μmol, Eq: 1.00) and palladium on carbon 10% (5.15 mg, 4.84 μmol, Eq: 0.1) in methanol (15 ml) was stirred for 6 hours at 25° C. under hydrogen atmosphere. Evaporation of the solvent afforded 5,7-dimethyl-2-{2-[5-pyrrolidin-1-yl-2-(2,2,2-trifluoro-ethyl)-2H-[1,2,4]triazol-3-yl]-ethyl}-[1,2,4]triazolo[1,5-a]pyrimidine (19 mg/99.5%) as a white solid... The reactants are EtOAc(100-85%) Et3N(0-5%) MeOH(0-10%), BrC=1C=C(CC=2C3=C(SC2C2=CC=C(C=C2)OCCN2CCCC2)C=C(C=C3)OC)C=CC1CN1CCCC1 (3-[3-Bromo-4-[(1-pyrrolidinyl)methyl]benzyl]-6-methoxy-2-[4-[2-(1-pyrrolidinyl)ethoxy]phenyl]benzo[b]thiophene), C(C)S (ethanethiol), [Cl-].[Al+3].[Cl-].[Cl-] (aluminum chloride). Run in ClC(C)Cl (dichloroethane), [Cl-].[Na+].O (Brine). Reaction conditions: time 1 hour. The product is BrC=1C=C(CC=2C3=C(SC2C2=CC=C(C=C2)OCCN2CCCC2)C=C(C=C3)O)C=CC1CN1CCCC1 (3-[3-Bromo-4-[(1-pyrrolidinyl)methyl]benzyl]6-hydroxy-2-[4-[2-(1-pyrrolidinyl)ethoxy]phenyl]benzo[b]thiophene). Yield: 73.4%. Reaction SMILES: [Br:1][C:2]1[CH:3]=[C:4]([CH:31]=[CH:32][C:33]=1[CH2:34][N:35]1[CH2:39][CH2:38][CH2:37][CH2:36]1)[CH2:5][C:6]1[C:7]2[CH:28]=[CH:27][C:26]([O:29]C)=[CH:25][C:8]=2[S:9][C:10]=1[C:11]1[CH:16]=[CH:15][C:14]([O:17][CH2:18][CH2:19][N:20]2[CH2:24][CH2:23][CH2:22][CH2:21]2)=[CH:13][CH:12]=1.C(S)C.[Cl-].[Al+3].[Cl-].[Cl-]>ClC(Cl)C.[Cl-].[Na+].O>[Br:1][C:2]1[CH:3]=[C:4]([CH:31]=[CH:32][C:33]=1[CH2:34][N:35]1[CH2:36][CH2:37][CH2:38][CH2:39]1)[CH2:5][C:6]1[C:7]2[CH:28]=[CH:27][C:26]([OH:29])=[CH:25][C:8]=2[S:9][C:10]=1[C:11]1[CH:12]=[CH:13][C:14]([O:17][CH2:18][CH2:19][N:20]2[CH2:21][CH2:22][CH2:23][CH2:24]2)=[CH:15][CH:16]=1 |f:2.3.4.5,7.8.9|. Reported procedure: 3-[3-Bromo-4-[(1-pyrrolidinyl)methyl]benzyl]-6-methoxy-2-[4-[2-(1-pyrrolidinyl)ethoxy]phenyl]benzo[b]thiophene (0.32 g; 0.53 mmol)(Part A) was dissolved in 9.0 mL of dichloroethane under an argon atmosphere and cooled in an ice-water bath. To this was added ethanethiol (0.78 mL; 10.56 mmol) and 0.70 g (5.28 mmol) of aluminum chloride, and the mixture was stirred in the cold bath for 1 h. Brine (80 mL) was added to the mixture, and stirring was continued while warming to room temperature for 1 h.... The reactants are OC=1C=C(/C=C/C2=NC=3N(C(N(C(C3N2C)=O)CCC)=O)CCC)C=CC1O ((E)-8-(3,4-Dihydroxystyryl)-7-methyl-1,3-dipropylxanthine), O1CCCC1 (tetrahydrofuran), C(C)(C)N(CC)C(C)C (diisopropylethylamine), ClCOC (chloromethylmethyl ether). The product is COCOC=1C=C(/C=C/C2=NC=3N(C(N(C(C3N2C)=O)CCC)=O)CCC)C=CC1OCOC ((E)-8-[3,4-Bis(methoxymethoxy)styryl]-7-methyl-1,3-dipropylxanthine). Yield: 57.0%. Reaction SMILES: [OH:1][C:2]1[CH:3]=[C:4]([CH:25]=[CH:26][C:27]=1[OH:28])/[CH:5]=[CH:6]/[C:7]1[N:15]([CH3:16])[C:14]2[C:13](=[O:17])[N:12]([CH2:18][CH2:19][CH3:20])[C:11](=[O:21])[N:10]([CH2:22][CH2:23][CH3:24])[C:9]=2[N:8]=1.C(N(C(C)C)CC)(C)C.Cl[CH2:39][O:40][CH3:41].[O:42]1[CH2:46]CC[CH2:43]1>>[CH3:39][O:40][CH2:41][O:1][C:2]1[CH:3]=[C:4]([CH:25]=[CH:26][C:27]=1[O:28][CH2:43][O:42][CH3:46])/[CH:5]=[CH:6]/[C:7]1[N:15]([CH3:16])[C:14]2[C:13](=[O:17])[N:12]([CH2:18][CH2:19][CH3:20])[C:11](=[O:21])[N:10]([CH2:22][CH2:23][CH3:24])[C:9]=2[N:8]=1. Procedure: Compound 53 (300 mg, 0.78 mmol) obtained in Reference Example 46 was dissolved in 6 ml of tetrahydrofuran. To the solution were added 1.64 ml (9.41 mmol) of diisopropylethylamine and 1.64 ml (7.12 mmol) of chloromethylmethyl ether under ice-cooling in a stream of argon, and the mixture was heated under reflux for 3 hours. Ice was added to the reaction solution and the mixture was separated with chloroform-a saturated aqueous saline solution. The organic layer was dried over anhydrous sodium sulf...